Task: describe an organic reaction: reactants, conditions, products, and yield. Dataset: the Open Reaction Database (ORD), a public repository of structured organic reaction records Starting materials: [Si](C)(C)(C(C)(C)C)OC(CON1C2=NC=NC(=C2N=C1)N)COCP(=O)(OCC)OCC (9-[2-(t-butyldimethylsilyloxy)-3-(diethoxyphosphorylmethoxy)propoxy]adenine). Solvent: C(C)(=O)O (acetic acid). Product: C(C)OP(=O)(OCC)COCC(CON1C2=NC=NC(=C2N=C1)N)O (9-[3-(diethoxyphosphorylmethoxy)-2-hydroxypropoxy]adenine). Yield: 74.5%. RXN SMILES: [Si]([O:8][CH:9]([CH2:22][O:23][CH2:24][P:25]([O:30][CH2:31][CH3:32])([O:27][CH2:28][CH3:29])=[O:26])[CH2:10][O:11][N:12]1[CH:20]=[N:19][C:18]2[C:13]1=[N:14][CH:15]=[N:16][C:17]=2[NH2:21])(C(C)(C)C)(C)C>C(O)(=O)C>[CH2:28]([O:27][P:25]([CH2:24][O:23][CH2:22][CH:9]([OH:8])[CH2:10][O:11][N:12]1[CH:20]=[N:19][C:18]2[C:13]1=[N:14][CH:15]=[N:16][C:17]=2[NH2:21])([O:30][CH2:31][CH3:32])=[O:26])[CH3:29]. Procedure details: A solution of 9-[2-(t-butyldimethylsilyloxy)-3-(diethoxyphosphorylmethoxy)propoxy]adenine (410 mg, 0.84 mmol) in 80% acetic acid (20 ml) was stirred at 85° C. for 4 h. The solvents were evaporated in vacuo and the residue chromatographed on silica, eluting with chloroform-methanol 10:1, affording 9-[3-(diethoxyphosphorylmethoxy)-2-hydroxypropoxy]adenine (235 mg, 75%) as a white solid m.p. 84°-85° C. νmax (KBr) 3320, 1650, 1600 and 1460 cm-1 ; δH (CDCl3) 1.33 (6H, t, J6.8 Hz, 2×CH3CH2), 3.75 (2H,...